This data is from the Open Reaction Database (ORD), a public repository of structured organic reaction records. The task is: describe an organic reaction: reactants, conditions, products, and yield Reaction SMILES: [CH3:1][C:2]1[NH:6][N:5]=[C:4]([OH:7])[C:3]=1[C:8]1[C:17]2[C:12](=[CH:13][CH:14]=[CH:15][CH:16]=2)[CH:11]=[CH:10][CH:9]=1.Br[C:19]([CH3:26])([CH3:25])[C:20]([O:22][CH2:23][CH3:24])=[O:21].C(=O)([O-])[O-].[K+].[K+].O>CN(C=O)C>[CH3:25][C:19]([O:7][C:4]1[C:3]([C:8]2[C:17]3[C:12](=[CH:13][CH:14]=[CH:15][CH:16]=3)[CH:11]=[CH:10][CH:9]=2)=[C:2]([CH3:1])[NH:6][N:5]=1)([CH3:26])[C:20]([O:22][CH2:23][CH3:24])=[O:21] |f:2.3.4|. Solvent: CN(C)C=O (DMF). Run at time 16 hour. Starting materials: O (Water), CC1=C(C(=NN1)O)C1=CC=CC2=CC=CC=C12 (5-methyl-4-(naphthalen-1-yl)-1H-pyrazol-3-ol), BrC(C(=O)OCC)(C)C (ethyl bromoisobutyrate), C([O-])([O-])=O.[K+].[K+] (potassium carbonate). The product is CC(C(=O)OCC)(C)OC1=NNC(=C1C1=CC=CC2=CC=CC=C12)C (ethyl 2-methyl-2-(5-methyl-4-(naphthalen-1-yl)-1H-pyrazol-3-yloxy)propanoate). Procedure: A mixture of 5-methyl-4-(naphthalen-1-yl)-1H-pyrazol-3-ol (200 mg, 0.89 mmol), ethyl bromoisobutyrate (0.14 mL, 0.89 mmol) and potassium carbonate (136 mg, 0.98 mmol) in DMF (3 mL) was stirred at room temperature for 16 hours. Water was then added to the reaction mixture, extracted with ethyl acetate, dried over sodium sulfate and concentrated. Purification by preparative thin layer chromatography (95% dichloromethane/5% methanol) afforded compound ethyl 2-methyl-2-(5-methyl-4-(naphthalen-1-yl)-... The reactants are Cl (hydrochloric acid), ClC1=NC=C(C=C1)[N+](=O)[O-] (2-Chloro-5-nitro-pyridine), IC1=CC=C(C=C1)O (4-iodo-phenol), [OH-].[Na+] (sodium hydroxide). Solvent: C1(=CC=CC=C1)C (toluene). Reaction conditions: time 2 hour. Product: IC1=CC=C(OC2=NC=C(C=C2)[N+](=O)[O-])C=C1 (2-(4-Iodo-phenoxy)-5-nitro-pyridine). Isolated yield 65.6%. As a reaction SMILES: Cl[C:2]1[CH:7]=[CH:6][C:5]([N+:8]([O-:10])=[O:9])=[CH:4][N:3]=1.[I:11][C:12]1[CH:17]=[CH:16][C:15]([OH:18])=[CH:14][CH:13]=1.[OH-].[Na+].Cl>C1(C)C=CC=CC=1>[I:11][C:12]1[CH:17]=[CH:16][C:15]([O:18][C:2]2[CH:7]=[CH:6][C:5]([N+:8]([O-:10])=[O:9])=[CH:4][N:3]=2)=[CH:14][CH:13]=1 |f:2.3|. Reported procedure: 2-Chloro-5-nitro-pyridine (60 grams, 0.38 mol) and 4-iodo-phenol (83.5 grams, 0.38 mol), 50% aqueous sodium hydroxide (475 mL) and toluene (475 mL) were added to a flask and stirred at room temperature for 2 hours. The reaction mixture was cooled to 0° C. and concentrated hydrochloric acid was added to adjust the pH to two. The aqueous layer was separated from the toluene layer and extracted with diethyl ether (3×400 mL). The diethyl ether and toluene solution were combined and washed with 1M so... Reactants: NN1C=NC2=CC=C(C=C2C1=O)Cl (3-Amino-6-chloro-4(3H)-quinazolinone), C12(CC3CC(CC(C1)C3)C2)CC(=O)Cl (1-adamantaneacetyl chloride). Product: C12(CC3CC(CC(C1)C3)C2)CC(=O)NN2C=NC3=CC=C(C=C3C2=O)Cl (2-(1-adamantyl)-N-(6-chloro-4-oxoquinazolin-3(4H)-yl)acetamide). Reaction SMILES: [NH2:1][N:2]1[C:11](=[O:12])[C:10]2[C:5](=[CH:6][CH:7]=[C:8]([Cl:13])[CH:9]=2)[N:4]=[CH:3]1.[C:14]12([CH2:24][C:25](Cl)=[O:26])[CH2:23][CH:18]3[CH2:19][CH:20]([CH2:22][CH:16]([CH2:17]3)[CH2:15]1)[CH2:21]2>>[C:14]12([CH2:24][C:25]([NH:1][N:2]3[C:11](=[O:12])[C:10]4[C:5](=[CH:6][CH:7]=[C:8]([Cl:13])[CH:9]=4)[N:4]=[CH:3]3)=[O:26])[CH2:21][CH:20]3[CH2:19][CH:18]([CH2:17][CH:16]([CH2:22]3)[CH2:15]1)[CH2:23]2. Procedure details: 3-Amino-6-chloro-4(3H)-quinazolinone and 1-adamantaneacetyl chloride were reacted as described in Example 5 to provide the title compound. 1H NMR (300 MHz, DMSO-d6) δ ppm 1.60-1.70 (m, 12H), 1.93-1.98 (m, 3H), 2.10 (s, 2H), 7.78 (d, J=8.7 Hz, 1H), 7.93 (dd, J=8.7, 2.4 Hz, 1H), 8.15 (d, J=2.4 Hz, 1H), 8.25 (s, 1H), 11.18 (s, 1H) ppm; MS (DCI/NH3) m/z 372 (M+H)+; Elemental Analysis: Calculated for C20H22ClN3O2.0.2H2O: C, 63.98; H, 6.01; N, 11.19. Found: C, 3.87; H, 5.85; N, 11.14. Reactants: C(C)N1CC(N(CC1)CC1=C(C=CC(=C1)F)S(=O)(=O)NC1=CC=C2C3C(COC2=C1C(=O)OC)C3)=O (methyl (1aRS,7bSR)-5-[2-(4-ethyl-2-oxopiperazin-1-ylmethyl)-4-fluorobenzenesulfonylamino]-1,1a,2,7b-tetrahydrocyclopropa[c]chromene-4-carboxylate), C(C)N1CC(N(CC1)CC1=C(C=CC(=C1)F)S(=O)(=O)NC1=CC=C2C3C(COC2=C1C(=O)OC)C3)=O (methyl (1aRS,7bSR)-5-[2-(4-ethyl-2-oxopiperazin-1-ylmethyl)-4-fluorobenzenesulfonylamino]-1,1a,2,7b-tetrahydrocyclopropa[c]chromene-4-carboxylate), O.[OH-].[Li+] (lithium hydroxide monohydrate), C(=O)O (formic acid). The solvent is O1CCOCC1 (dioxane), O (water), CO (methanol). Yields the product C(C)N1CC(N(CC1)CC1=C(C=CC(=C1)F)S(=O)(=O)NC1=CC=C2C3C(COC2=C1C(=O)O)C3)=O ((1aRS,7bSR)-5-[2-(4-ethyl-2-oxo-piperazin-1-ylmethyl)-4-fluorobenzenesulfonylamino]-1,1a,2,7b-tetrahydrocyclopropa-[c]chromene-4-carboxylic acid). Yield: 64.6%. As a reaction SMILES: [CH2:1]([N:3]1[CH2:8][CH2:7][N:6]([CH2:9][C:10]2[CH:15]=[C:14]([F:16])[CH:13]=[CH:12][C:11]=2[S:17]([NH:20][C:21]2[C:30]([C:31]([O:33]C)=[O:32])=[C:29]3[C:24]([CH:25]4[CH2:35][CH:26]4[CH2:27][O:28]3)=[CH:23][CH:22]=2)(=[O:19])=[O:18])[C:5](=[O:36])[CH2:4]1)[CH3:2].O.[OH-].[Li+].C(O)=O>O1CCOCC1.O.CO>[CH2:1]([N:3]1[CH2:8][CH2:7][N:6]([CH2:9][C:10]2[CH:15]=[C:14]([F:16])[CH:13]=[CH:12][C:11]=2[S:17]([NH:20][C:21]2[C:30]([C:31]([OH:33])=[O:32])=[C:29]3[C:24]([CH:25]4[CH2:35][CH:26]4[CH2:27][O:28]3)=[CH:23][CH:22]=2)(=[O:18])=[O:19])[C:5](=[O:36])[CH2:4]1)[CH3:2] |f:1.2.3|. Reported procedure: A mixture of methyl (1aRS,7bSR)-5-[2-(4-ethyl-2-oxopiperazin-1-ylmethyl)-4-fluorobenzenesulfonylamino]-1,1a,2,7b-tetrahydrocyclopropa[c]chromene-4-carboxylate (Intermediate 173, 0.28 g) and lithium hydroxide monohydrate (0.126 g) in dioxane (9 mL) and water (3 mL) was irradiated in the microwave at 130° C. for 30 minutes. After cooling, the mixture was diluted with methanol, acidified with formic acid and evaporated in vacuo. The residue was triturated with 20% methanol in DCM, filtered and the ... The reactants are COC1=NC(=NC(=C1CS(=O)(=O)[O-])C)C1=C(C=C(C=C1OC)C)C (4-methoxy-2-(6-methoxy-2,4-dimethylphenyl)-6-methylpyrimidin-5-ylmethylsulfonate), COC1=C(C=CC(=C1)F)B(O)O (2-methoxy-4-fluorophenylboronic acid), C([O-])([O-])=O.[Na+].[Na+] (sodium carbonate). The reagents and catalysts are C=1C=CC(=CC1)[P](C=2C=CC=CC2)(C=3C=CC=CC3)[Pd]([P](C=4C=CC=CC4)(C=5C=CC=CC5)C=6C=CC=CC6)([P](C=7C=CC=CC7)(C=8C=CC=CC8)C=9C=CC=CC9)[P](C=1C=CC=CC1)(C=1C=CC=CC1)C=1C=CC=CC1 (tetrakis(triphenylphosphine)palladium(0)). Run in C1(=CC=CC=C1)C (toluene), C(C)(=O)OCC (ethyl acetate). Conditions: temperature 95 celsius. The product is crude product, FC1=CC(=C(C=C1)OC)C=1C(=NC(=NC1C)C1=C(C=C(C=C1OC)C)C)OC (4-fluoro-1-methoxy-2-[4-methoxy-2-(6-methoxy-2,4-dimethylphenyl)-6-methylpyrimidin-5-yl]benzene). The yield is 50.0%. RXN SMILES: [CH3:1][O:2][C:3]1[C:8]([CH2:9]S([O-])(=O)=O)=[C:7]([CH3:14])[N:6]=[C:5]([C:15]2[C:20]([O:21][CH3:22])=[CH:19][C:18]([CH3:23])=[CH:17][C:16]=2[CH3:24])[N:4]=1.COC1[CH:32]=[C:31]([F:33])[CH:30]=[CH:29][C:28]=1B(O)O.[C:37](=[O:40])([O-])[O-].[Na+].[Na+]>C1(C)C=CC=CC=1.C(OCC)(=O)C.C1C=CC([P]([Pd]([P](C2C=CC=CC=2)(C2C=CC=CC=2)C2C=CC=CC=2)([P](C2C=CC=CC=2)(C2C=CC=CC=2)C2C=CC=CC=2)[P](C2C=CC=CC=2)(C2C=CC=CC=2)C2C=CC=CC=2)(C2C=CC=CC=2)C2C=CC=CC=2)=CC=1>[F:33][C:31]1[CH:30]=[CH:29][C:28]([O:40][CH3:37])=[C:9]([C:8]2[C:3]([O:2][CH3:1])=[N:4][C:5]([C:15]3[C:20]([O:21][CH3:22])=[CH:19][C:18]([CH3:23])=[CH:17][C:16]=3[CH3:24])=[N:6][C:7]=2[CH3:14])[CH:32]=1 |f:2.3.4,^1:59,61,80,99|. Procedure: A mixture of 4-methoxy-2-(6-methoxy-2,4-dimethylphenyl)-6-methylpyrimidin-5-ylmethylsulfonate (203 mg, 0.5 mmol), 2-methoxy-4-fluorophenylboronic acid (169 mg, 1.0 mmol), tetrakis(triphenylphosphine)palladium(0) (29 mg, 5 mol %) in toluene (5 mL) and sodium carbonate (1M in water, 2 mL) is heated at 95° C. (oil bath temperature) in a pressure tube for 14 hours. The reaction is cooled to room temperature, diluted with ethyl acetate, washed with NaOH (2M) and then brine (2×50 mL). The solvents are... Starting materials: CCc1nc(-c2ccc(OC(F)(F)F)cc2OC)c(C)cc1[N+](=O)[O-], CCO. Product: CCc1nc(-c2ccc(OC(F)(F)F)cc2OC)c(C)cc1N. Reaction SMILES: [CH2:1]([CH3:2])[c:3]1[n:4][c:5](-[c:13]2[c:14]([O:24][CH3:25])[cH:15][c:16]([O:19][C:20]([F:21])([F:22])[F:23])[cH:17][cH:18]2)[c:6]([CH3:12])[cH:7][c:8]1[N+:9]([O-:10])=[O:11].[CH3:26][CH2:27][OH:28]>>[CH2:1]([CH3:2])[c:3]1[n:4][c:5](-[c:13]2[c:14]([O:24][CH3:25])[cH:15][c:16]([O:19][C:20]([F:21])([F:22])[F:23])[cH:17][cH:18]2)[c:6]([CH3:12])[cH:7][c:8]1[NH2:9]. Starting materials: BrC1=CC=C(C=C1)[C@H](C)NC=1N=CC2=C(N(CC(C(N2C)=O)(C)C)C2CCCC2)N1 ((S)-2-(1-(4-Bromophenyl)ethylamino)-9-cyclopentyl-5,7,7-trimethyl-8,9-dihydro-5H-pyrimido[4,5-b][1,4]diazepin-6(7H)-one), [O-]P(=O)([O-])[O-].[K+].[K+].[K+] (K3PO4), CN1CCNCC1 (1-methylpiperazine), C(C)(C)(C)P(C1=C(C=CC=C1)C1=CC=CC=C1)C(C)(C)C (di-tert-butyl-(2-phenylphenyl)phosphane). Reagents/catalysts: C=1C=CC(=CC1)/C=C/C(=O)/C=C/C2=CC=CC=C2.C=1C=CC(=CC1)/C=C/C(=O)/C=C/C2=CC=CC=C2.C=1C=CC(=CC1)/C=C/C(=O)/C=C/C2=CC=CC=C2.[Pd].[Pd] (Pd2DBA3). The solvent is COCCOC (DME). Conditions: temperature 100 celsius. The product is C1(CCCC1)N1C2=C(N(C(C(C1)(C)C)=O)C)C=NC(=N2)N[C@@H](C)C2=CC=C(C=C2)N2CCN(CC2)C ((S)-9-cyclopentyl-5,7,7-trimethyl-2-(1-(4-(4-methylpiperazin-1-yl)phenyl)ethylamino)-8,9-dihydro-5H-pyrimido[4,5-b][1,4]diazepin-6(7H)-one). The yield is 9.5%. As a reaction SMILES: Br[C:2]1[CH:7]=[CH:6][C:5]([C@@H:8]([NH:10][C:11]2[N:12]=[CH:13][C:14]3[N:20]([CH3:21])[C:19](=[O:22])[C:18]([CH3:24])([CH3:23])[CH2:17][N:16]([CH:25]4[CH2:29][CH2:28][CH2:27][CH2:26]4)[C:15]=3[N:30]=2)[CH3:9])=[CH:4][CH:3]=1.[CH3:31][N:32]1[CH2:37][CH2:36][NH:35][CH2:34][CH2:33]1.C(P(C(C)(C)C)C1C=CC=CC=1C1C=CC=CC=1)(C)(C)C.[O-]P([O-])([O-])=O.[K+].[K+].[K+]>C1C=CC(/C=C/C(/C=C/C2C=CC=CC=2)=O)=CC=1.C1C=CC(/C=C/C(/C=C/C2C=CC=CC=2)=O)=CC=1.C1C=CC(/C=C/C(/C=C/C2C=CC=CC=2)=O)=CC=1.[Pd].[Pd].COCCOC>[CH:25]1([N:16]2[CH2:17][C:18]([CH3:24])([CH3:23])[C:19](=[O:22])[N:20]([CH3:21])[C:14]3[CH:13]=[N:12][C:11]([NH:10][C@H:8]([C:5]4[CH:6]=[CH:7][C:2]([N:35]5[CH2:36][CH2:37][N:32]([CH3:31])[CH2:33][CH2:34]5)=[CH:3][CH:4]=4)[CH3:9])=[N:30][C:15]2=3)[CH2:29][CH2:28][CH2:27][CH2:26]1 |f:3.4.5.6,7.8.9.10.11|. Reported procedure: (S)-2-(1-(4-Bromophenyl)ethylamino)-9-cyclopentyl-5,7,7-trimethyl-8,9-dihydro-5H-pyrimido[4,5-b][1,4]diazepin-6(7H)-one (100 mg, 0.2117 mmol), 1-methylpiperazine (84.82 mg, 93.93 μL, 0.8468 mmol), di-tert-butyl-(2-phenylphenyl)phosphane (6.317 mg, 0.02117 mmol) and K3PO4 (89.87 mg, 0.4234 mmol) were taken in up DME (2 mL) and degassed using cycles of vacuum and nitrogen. Pd2DBA3 (19.39 mg, 0.02117 mmol) was added and the reaction mixture was further degassed and then heated at 100° C. in a seale...